Task: describe an organic reaction: reactants, conditions, products, and yield. Dataset: the Open Reaction Database (ORD), a public repository of structured organic reaction records Reactants: C(C)(C)=C(CCl)CCCl (2-isopropylidene-1,4-dichlorobutane), CC1=C(C=C(C=C1)C)O (2,5-Dimethylphenol), [OH-].[Na+] (sodium hydroxide), C(C)(=O)[O-].[Na+] (sodium acetate). Solvent: O (water). Run at temperature 15 celsius, time 6 hour. The product is C(C)(C)=C1CC2(CC1)C(=CC(C(=C2)C)=O)C (2-isopropylidene-6,9-dimethylspiro[4.5]dec-6,9-dien-8-one). The yield is 106.9%. RXN SMILES: [CH3:1][C:2]1[CH:7]=[CH:6][C:5]([CH3:8])=[CH:4][C:3]=1[OH:9].[OH-].[Na+].C([O-])(=O)C.[Na+].[C:17](=[C:20]([CH2:23][CH2:24]Cl)[CH2:21]Cl)([CH3:19])[CH3:18]>O>[C:17](=[C:20]1[CH2:23][CH2:24][C:6]2([CH:7]=[C:2]([CH3:1])[C:3](=[O:9])[CH:4]=[C:5]2[CH3:8])[CH2:21]1)([CH3:19])[CH3:18] |f:1.2,3.4|. Reported procedure: 2,5-Dimethylphenol (9.7 g, 0.08 mol) was added to a solution of sodium hydroxide (3.2 g, 0.08 mol) and sodium acetate (3.3 g, 0.04 mol) in distilled water (50 mL). The mixture was cooled to 15° C. and 2-isopropylidene-1,4-dichlorobutane (15 g, 0.09 mol) was added over 1 hour under nitrogen. After stirring at room temperature for 6 hours, the reaction mixture was extracted with ether. The ether extracts were washed with 10% sodium hydroxide, water, and dried (Na2SO4). Concentration gave 18.5 g of...